From a dataset of the Open Reaction Database (ORD), a public repository of structured organic reaction records. describe an organic reaction: reactants, conditions, products, and yield Starting materials: CC1SC(C(=O)O)Cc2cc3c(cc2C1=O)OCO3, CCN=C=NCCCN(C)C, Cl, Nc1ccc(CN2CCOC2=O)cc1, CN(C)C=O, O. Product: CC1SC(C(=O)Nc2ccc(CN3CCOC3=O)cc2)Cc2cc3c(cc2C1=O)OCO3. RXN SMILES: [CH2:1]1[O:2][c:3]2[cH:4][c:5]3[c:6]([cH:17][c:18]2[O:19]1)[CH2:7][CH:8]([C:14](=[O:15])[OH:16])[S:9][CH:10]([CH3:13])[C:11]3=[O:12].[CH2:35]([N:36]=[C:37]=[N:38][CH2:39][CH2:40][CH2:41][N:42]([CH3:43])[CH3:44])[CH3:45].[ClH:34].[NH2:20][c:21]1[cH:22][cH:23][c:24]([CH2:25][N:26]2[C:27](=[O:31])[O:28][CH2:29][CH2:30]2)[cH:32][cH:33]1.[O:47]=[CH:48][N:49]([CH3:50])[CH3:51].[OH2:46]>>[CH2:1]1[O:2][c:3]2[cH:4][c:5]3[c:6]([cH:17][c:18]2[O:19]1)[CH2:7][CH:8]([C:14](=[O:16])[NH:20][c:21]1[cH:22][cH:23][c:24]([CH2:25][N:26]2[C:27](=[O:31])[O:28][CH2:29][CH2:30]2)[cH:32][cH:33]1)[S:9][CH:10]([CH3:13])[C:11]3=[O:12]. The reactants are CC(C)CBr, CCCCCC[Si](Cl)(Cl)Cl, CCOCC, CCCCCC, I, [Mg], C1CCOC1. Product: CCCCCC[Si](Cl)(Cl)CC(C)C. RXN SMILES: [CH2:3]([CH:4]([CH3:5])[CH3:6])[Br:7].[CH2:8]([CH2:9][CH2:10][CH2:11][CH2:12][CH3:13])[Si:14]([Cl:15])([Cl:16])[Cl:17].[CH3:18][CH2:19][O:20][CH2:21][CH3:22].[CH3:23][CH2:24][CH2:25][CH2:26][CH2:27][CH3:28].[I:2].[Mg:1].[O:29]1[CH2:30][CH2:31][CH2:32][CH2:33]1>>[CH2:3]([CH:4]([CH3:5])[CH3:6])[Si:14]([CH2:8][CH2:9][CH2:10][CH2:11][CH2:12][CH3:13])([Cl:15])[Cl:16]. The reactants are C(#N)C(O)C1=C(C(=C(C(=C1F)F)F)F)F ((RS) cyano (2,3,4,5,6-pentafluoro-phenyl)methanol), CC1(C(C1C=CC(=O)OCCC)C(=O)O)C (2,2-dimethyl-3-(3-propoxy-3-oxo-1-propenyl)-cyclopropane-carboxylic acid), CC1(C(C1C=CC(=O)OC)C(=O)O)C (2,2-dimethyl-3-(3-methoxy-3-oxo-1-propenyl)-cyclopropane-carboxylic acid). Yields the product CC1(C(C1C=CC(=O)OCCC)C(=O)O)C (2,2-dimethyl-3-(3-propoxy-3-oxo-1-propenyl)-cyclopropane-carboxylic acid), CC1(C(C1C=CC(=O)OC)C(=O)[O-])C (2,2-dimethyl-3-(3-methoxy-3-oxo-1-propeny)-cyclopropane-carboxylate). RXN SMILES: [CH3:1][C:2]1([CH3:16])[CH:4]([CH:5]=[CH:6][C:7]([O:9][CH2:10][CH2:11][CH3:12])=[O:8])[CH:3]1[C:13]([OH:15])=[O:14].[CH3:17][C:18]1([CH3:30])[CH:20]([CH:21]=[CH:22][C:23]([O:25][CH3:26])=[O:24])[CH:19]1[C:27]([OH:29])=[O:28].C(C(C1C(F)=C(F)C(F)=C(F)C=1F)O)#N>>[CH3:16][C:2]1([CH3:1])[CH:4]([CH:5]=[CH:6][C:7]([O:9][CH2:10][CH2:11][CH3:12])=[O:8])[CH:3]1[C:13]([OH:15])=[O:14].[CH3:17][C:18]1([CH3:30])[CH:20]([CH:21]=[CH:22][C:23]([O:25][CH3:26])=[O:24])[CH:19]1[C:27]([O-:29])=[O:28]. Reported procedure: Using the procedure of Example 9, (1R, cis, ΔZ)-2,2-dimethyl-3-(3-methoxy-3-oxo-1-propenyl)-cyclopropane-carboxylic acid and (RS) cyano (2,3,4,5,6-pentafluoro-phenyl)methanol were reacted to obtain (RS) cyano (2,3,4,5,6-pentafluoro-phenyl)-methyl (1R, cis, ΔZ) 2,2-dimethyl-3-(3-methoxy-3-oxo-1-propeny)-cyclopropane-carboxylate. Conditions: time 3 hour. Starting materials: C(C)OC(CC(C(F)(F)F)=O)=O (4,4,4-trifluoro-3-oxo-butyric acid ethyl ester), N(=O)[O-].[Na+] (sodium nitrite), O (water). Procedure details: A stirred solution of 4,4,4-trifluoro-3-oxo-butyric acid ethyl ester (3.822 g, 20.75 mmol) in glacial acetic acid was added dropwise with an aqueous solution of sodium nitrite (4 ml, 20.75 mmol) while maintaining the temperature at 0˜5° C. Upon completion of the addition, 1 ml of water was added. The reaction mixture was stirred in an ice-water bath for 30 minutes and at room temperature for another 3 hours. The solution of 4,4,4-trifluoro-2-hydroxyimino-3-oxo-butyric acid ethyl ester was obtain... RXN SMILES: [CH2:1]([O:3][C:4](=[O:12])[CH2:5][C:6](=[O:11])[C:7]([F:10])([F:9])[F:8])[CH3:2].[N:13]([O-])=[O:14].[Na+].O>C(O)(=O)C>[CH2:1]([O:3][C:4](=[O:12])[C:5](=[N:13][OH:14])[C:6](=[O:11])[C:7]([F:10])([F:8])[F:9])[CH3:2] |f:1.2|. Run in C(C)(=O)O (acetic acid). The product is C(C)OC(C(C(C(F)(F)F)=O)=NO)=O (4,4,4-trifluoro-2-hydroxyimino-3-oxo-butyric acid ethyl ester). The reactants are BrC=1C=NC(=NC1)N1C=C(C2=CC=C(C=C12)C(=O)N1CCOCC1)S(=O)C ((1-(5-bromopyrimidin-2-yl)-3-(methylsulfinyl)-1H-indol-6-yl)(morpholino)-methanone), O1COC2=C1C=CC(=C2)B(O)O (benzo[1,3]dioxole-5-boronic acid). Yields the product O1COC2=C1C=CC(=C2)C=2C=NC(=NC2)N2C=C(C1=CC=C(C=C21)C(=O)N2CCOCC2)S(=O)C ((1-(5-(Benzo[d][1,3]dioxol-5-yl)pyrimidin-2-yl)-3-(methylsulfinyl)-1H-indol-6-yl)(morpholino)methanone). RXN SMILES: Br[C:2]1[CH:3]=[N:4][C:5]([N:8]2[C:16]3[C:11](=[CH:12][CH:13]=[C:14]([C:17]([N:19]4[CH2:24][CH2:23][O:22][CH2:21][CH2:20]4)=[O:18])[CH:15]=3)[C:10]([S:25]([CH3:27])=[O:26])=[CH:9]2)=[N:6][CH:7]=1.[O:28]1[C:32]2[CH:33]=[CH:34][C:35](B(O)O)=[CH:36][C:31]=2[O:30][CH2:29]1>>[O:28]1[C:32]2[CH:33]=[CH:34][C:35]([C:2]3[CH:3]=[N:4][C:5]([N:8]4[C:16]5[C:11](=[CH:12][CH:13]=[C:14]([C:17]([N:19]6[CH2:24][CH2:23][O:22][CH2:21][CH2:20]6)=[O:18])[CH:15]=5)[C:10]([S:25]([CH3:27])=[O:26])=[CH:9]4)=[N:6][CH:7]=3)=[CH:36][C:31]=2[O:30][CH2:29]1. Procedure details: Prepared from (1-(5-bromopyrimidin-2-yl)-3-(methylsulfinyl)-1H-indol-6-yl)(morpholino)-methanone (0.3 g, 0.67 mmol) and benzo[1,3]dioxole-5-boronic acid (0.22 g, 1.33 mmol) analogously to synthesis example 261. White solid. Yield: 0.145 g (44% of theory)